This data is from the Open Reaction Database (ORD), a public repository of structured organic reaction records. The task is: describe an organic reaction: reactants, conditions, products, and yield Reactants: FC1=CC=C(C=C1)C1=CC(=C(C=C1)N)N (4′-fluoro-biphenyl-3,4-diamine), OC1=CC(OC2=CC=CC=C12)=O (4-hydroxycoumarin). Run in C(C)(=O)OCC (ethyl acetate), CCCCCC (hexane), C=1(C(=CC=CC1)C)C (xylene). Run at temperature 130 celsius, time 15 minute. The product is FC1=CC=C(C=C1)C=1C=CC2=C(NC(CC(=N2)C2=C(C=CC=C2)O)=O)C1 (8-(4-Fluoro-phenyl)-4-(2-hydroxy-phenyl)-1,3-dihydro-benzo[b][1,4]diazepin-2-one), FC1=CC=C(C=C1)C1=CC2=C(NC(CC(=N2)C2=C(C=CC=C2)O)=O)C=C1 (7-(4-fluoro-phenyl)-4-(2-hydroxy-phenyl)-1,3-dihydro-benzo[b][1,4]diazepin-2-one). The yield is 112.6%. As a reaction SMILES: [F:1][C:2]1[CH:7]=[CH:6][C:5]([C:8]2[CH:13]=[CH:12][C:11]([NH2:14])=[C:10]([NH2:15])[CH:9]=2)=[CH:4][CH:3]=1.O[C:17]1[C:26]2[C:21](=[CH:22][CH:23]=[CH:24][CH:25]=2)[O:20][C:19](=[O:27])[CH:18]=1>C1(C)C(C)=CC=CC=1.C(OCC)(=O)C.CCCCCC>[F:1][C:2]1[CH:3]=[CH:4][C:5]([C:8]2[CH:13]=[CH:12][C:11]3[N:14]=[C:17]([C:26]4[CH:25]=[CH:24][CH:23]=[CH:22][C:21]=4[OH:20])[CH2:18][C:19](=[O:27])[NH:15][C:10]=3[CH:9]=2)=[CH:6][CH:7]=1.[F:1][C:2]1[CH:3]=[CH:4][C:5]([C:8]2[CH:13]=[CH:12][C:11]3[NH:14][C:19](=[O:27])[CH2:18][C:17]([C:26]4[CH:25]=[CH:24][CH:23]=[CH:22][C:21]=4[OH:20])=[N:15][C:10]=3[CH:9]=2)=[CH:6][CH:7]=1. Reported procedure: A mixture of 4′-fluoro-biphenyl-3,4-diamine (prepared from (3-amino-4′-fluoro-biphenyl-4-yl)-carbamic acid tert.-butyl ester (Example G39) by treatment with TFA) (121 mg, 0.6 mmol) and 4-hydroxycoumarin (97 mmol, 0.6 mmol) in xylene (8 mL) was heated to 130° C. for 6 h. A yellow precipitate started to form after ca. 1 h. The mixture was cooled to 23° C., diluted with ethyl acetate (8 mL) and hexane (8 mL) and stirring was continued for 15 min. The precipitate was collected by filtration and trit... Reactants: OCC1CSC2=C(O1)C1=CC=CC=C1C(C2=O)=O (2-(hydroxymethyl)-2,3-dihydronaphtho[1,2-b][1,4]oxathiine-5,6-dione), FC1=CC=C(C=C1)N=C=O (1-fluoro-4-isocyanatobenzene), C([O-])([O-])=O.[K+].[K+] (potassium carbonate). Run in CN(C=O)C (N,N-dimethylformamide). Reaction conditions: temperature 40 celsius, time 3 hour. The product is FC1=CC=C(C=C1)NC(OCC1CSC2=C(O1)C1=CC=CC=C1C(C2=O)=O)=O ((5,6-dioxo-2,3,5,6-tetrahydronaphtho[1,2-b][1,4]oxathiin-2-yl)methyl (4-fluorophenyl)carbamate). Isolated yield 25.5%. Reaction SMILES: [OH:1][CH2:2][CH:3]1[O:8][C:7]2[C:9]3[C:14]([C:15](=[O:18])[C:16](=[O:17])[C:6]=2[S:5][CH2:4]1)=[CH:13][CH:12]=[CH:11][CH:10]=3.[F:19][C:20]1[CH:25]=[CH:24][C:23]([N:26]=[C:27]=[O:28])=[CH:22][CH:21]=1.C(=O)([O-])[O-].[K+].[K+]>CN(C)C=O>[F:19][C:20]1[CH:25]=[CH:24][C:23]([NH:26][C:27](=[O:28])[O:1][CH2:2][CH:3]2[O:8][C:7]3[C:9]4[C:14]([C:15](=[O:18])[C:16](=[O:17])[C:6]=3[S:5][CH2:4]2)=[CH:13][CH:12]=[CH:11][CH:10]=4)=[CH:22][CH:21]=1 |f:2.3.4|. Procedure: To a solution of 2-(hydroxymethyl)-2,3-dihydronaphtho[1,2-b][1,4]oxathiine-5,6-dione (0.13 g, 0.50 mmol) in N,N-dimethylformamide (1.5 mL) was added 1-fluoro-4-isocyanatobenzene (0.024 mL, 0.55 mmol) and potassium carbonate (0.026 g, 0.50 mmol). The mixture was stirred at 40° C. for 3 hours. The reaction mixture was filtered and the filtrate concentrated under reduced pressure. The crude mixture was purified by flash column chromatography (SiO2, 10% methanol in EtOAc) to give the product as a pu... Reactants: C[Mg]Cl (methylmagnesium chloride), C#C (acetylene), Cl (hydrochloric acid), C(C)(CC)C=1C(=C(C=O)C=CC1)C (3-sec-butyl-2-methylbenzaldehyde), ice water, C#C (acetylene). The solvent is C1CCOC1 (THF), C1CCOC1 (THF). Conditions: temperature 0 celsius, time 30 minute. The product is C(C)(CC)C=1C(=C(C(C#C)O)C=CC1)C (3-sec-Butyl-2-methyl-(α-ethynyl)-benzyl alcohol). Yield: 70.0%. RXN SMILES: C[Mg]Cl.[CH:4]([C:8]1[C:9]([CH3:16])=[C:10]([CH:13]=[CH:14][CH:15]=1)[CH:11]=[O:12])([CH2:6][CH3:7])[CH3:5].Cl.[CH:18]#[CH:19]>C1COCC1>[CH:4]([C:8]1[C:9]([CH3:16])=[C:10]([CH:13]=[CH:14][CH:15]=1)[CH:11]([OH:12])[C:18]#[CH:19])([CH2:6][CH3:7])[CH3:5]. Procedure details: 50 ml of absolute THF is saturated under a nitrogen blanket at 0° C. with acetylene. While passing in further acetylene, 87 ml of methylmagnesium chloride solution (1.5 molar) is dripped in over a 45-minute period, and the whole is then stirred for 30 minutes at 0° C. At -20° C., a solution of 15.3 g of 3-sec-butyl-2-methylbenzaldehyde in 20 ml of absolute THF is dripped in. The mixture is stirred for 2 hours at -20° C., is allowed to stand overnight at room temperature, and is then poured into ... Starting materials: C(C)(C)(C)OC(NC1CC(CC1)NC(=O)C1=CN(C2=NC=C(N=C21)C2=NN(C1=CC(=CC=C21)Cl)C)COCC[Si](C)(C)C)=O ((3-{[2-(6-chloro-1-methyl-1H-indazol-3-yl)-5-(2-trimethylsilanyl-ethoxymethyl)-5H-pyrrolo[2,3-b]pyrazine-7-carbonyl]-amino}-cyclopentyl)-carbamic acid tert-butyl ester), C(C)(=O)Cl (acetyl chloride). Solvent: CO (methanol). Run at temperature 0 celsius, time 1.5 hour. The product is Cl.NC1CC(CC1)NC(=O)C1=CN(C2=NC=C(N=C21)C2=NN(C1=CC(=CC=C21)Cl)C)COCC[Si](C)(C)C (2-(6-chloro-1-methyl-1H-indazol-3-yl)-5-(2-trimethylsilanylethoxymethyl)-5H-pyrrolo[2,3-b]pyrazine-7-carboxylic acid (3-amino-cyclopentyl)-amide hydrochloride). The yield is 221.7%. Reaction SMILES: C(OC(=O)[NH:7][CH:8]1[CH2:12][CH2:11][CH:10]([NH:13][C:14]([C:16]2[C:24]3[C:19](=[N:20][CH:21]=[C:22]([C:25]4[C:33]5[C:28](=[CH:29][C:30]([Cl:34])=[CH:31][CH:32]=5)[N:27]([CH3:35])[N:26]=4)[N:23]=3)[N:18]([CH2:36][O:37][CH2:38][CH2:39][Si:40]([CH3:43])([CH3:42])[CH3:41])[CH:17]=2)=[O:15])[CH2:9]1)(C)(C)C.C(Cl)(=O)C>CO>[ClH:34].[NH2:7][CH:8]1[CH2:12][CH2:11][CH:10]([NH:13][C:14]([C:16]2[C:24]3[C:19](=[N:20][CH:21]=[C:22]([C:25]4[C:33]5[C:28](=[CH:29][C:30]([Cl:34])=[CH:31][CH:32]=5)[N:27]([CH3:35])[N:26]=4)[N:23]=3)[N:18]([CH2:36][O:37][CH2:38][CH2:39][Si:40]([CH3:43])([CH3:42])[CH3:41])[CH:17]=2)=[O:15])[CH2:9]1 |f:3.4|. Procedure: In a round-bottomed flask, (3-{[2-(6-chloro-1-methyl-1H-indazol-3-yl)-5-(2-trimethylsilanyl-ethoxymethyl)-5H-pyrrolo[2,3-b]pyrazine-7-carbonyl]-amino}-cyclopentyl)-carbamic acid tert-butyl ester (150 mg, 0.23 mmol) was suspended in methanol (2 ml). The reaction mixture was cooled to 0° C. and acetyl chloride (0.33 ml, 4.64 mmol) was added dropwise. The ice bath was removed and the reaction mixture was stirred at room temperature for 1.5 h. The solvent was evaporated at room temperature and the r... Starting materials: CCOC(=O)c1ccccc1Oc1cc2nc(-c3ccccn3)[nH]c2cc1Oc1ccc(S(C)(=O)=O)cc1, NC(=O)C1CCCN1. The product is CS(=O)(=O)c1ccc(Oc2cc3nc(-c4ccccn4)[nH]c3cc2N2CCCC2C(N)=O)cc1. As a reaction SMILES: [CH2:1]([O:2][C:3]([c:4]1[cH:5][cH:6][cH:7][cH:8][c:35]1[O:36][c:9]1[cH:10][c:11]2[c:12]([nH:13][c:14](-[c:16]3[n:17][cH:18][cH:19][cH:20][cH:21]3)[n:15]2)[cH:22][c:23]1[O:24][c:25]1[cH:26][cH:27][c:28]([S:31](=[O:32])(=[O:33])[CH3:34])[cH:29][cH:30]1)=[O:37])[CH3:38].[NH:39]1[CH:40]([C:41](=[O:42])[NH2:43])[CH2:44][CH2:45][CH2:46]1>>[c:9]1([N:39]2[CH:40]([C:41](=[O:42])[NH2:43])[CH2:44][CH2:45][CH2:46]2)[cH:10][c:11]2[c:12]([n:13][c:14](-[c:16]3[n:17][cH:18][cH:19][cH:20][cH:21]3)[nH:15]2)[cH:22][c:23]1[O:24][c:25]1[cH:26][cH:27][c:28]([S:31](=[O:32])(=[O:33])[CH3:34])[cH:29][cH:30]1. Starting materials: Cl (hydrochloric acid), C(#N)C(C(=O)OCC)C1CC1 (ethyl cyano(cyclopropyl)acetate), C([O-])([O-])=O.[Cs+].[Cs+] (cesium carbonate), O1S(N(CC1)C(=O)OC(C)(C)C)(=O)=O (tert-butyl 1,2,3-oxathiazolidine-3-carboxylate 2,2-dioxide). Reagents/catalysts: [Br-].C(CCC)[N+](CCCC)(CCCC)CCCC (tetrabutylammonium bromide). Solvent: C1(=CC=CC=C1)C (toluene). Reaction conditions: time 8 hour. Product: C(C)(C)(C)OC(=O)NCCC(C(=O)OCC)(C1CC1)C#N (ethyl 4-((tert-butoxycarbonyl)amino)-2-cyano-2-cyclopropylbutanoate). Yield: 86.1%. RXN SMILES: [C:1]([CH:3]([CH:9]1[CH2:11][CH2:10]1)[C:4]([O:6][CH2:7][CH3:8])=[O:5])#[N:2].C(=O)([O-])[O-].[Cs+].[Cs+].O1[CH2:22][CH2:21][N:20]([C:23]([O:25][C:26]([CH3:29])([CH3:28])[CH3:27])=[O:24])S1(=O)=O.Cl>C1(C)C=CC=CC=1.[Br-].C([N+](CCCC)(CCCC)CCCC)CCC>[C:26]([O:25][C:23]([NH:20][CH2:21][CH2:22][C:3]([C:1]#[N:2])([CH:9]1[CH2:10][CH2:11]1)[C:4]([O:6][CH2:7][CH3:8])=[O:5])=[O:24])([CH3:29])([CH3:28])[CH3:27] |f:1.2.3,7.8|. Procedure details: To a solution of ethyl cyano(cyclopropyl)acetate (27 g) obtained in Step A of Example 103 in toluene (400 mL) were added cesium carbonate (88 g), tetrabutylammonium bromide (5.8 g) and tert-butyl 1,2,3-oxathiazolidine-3-carboxylate 2,2-dioxide (40 g), and the mixture was stirred overnight at room temperature. The reaction mixture was neutralized with 0.5 M hydrochloric acid (400 mL), and extracted with ethyl acetate. The obtained organic layer was washed successively with water and saturated bri... Reactants: CCC1C=C(C)CC(C)CC(OC)C2OC(O)(C(=O)C(=O)N3C(O[SiH](C)C)CCCC3C(=O)OC(C(C)=CC3CCC(=O)C(OC)C3)C(C)C(C(C)(C)C)CC1=O)C(C)CC2OC, CC(=O)Cc1ccccc1, C1CCOC1. The product is CCC1C=C(C)CC(C)CC(OC)C2OC(O)(C(=O)C(=O)N3C(O[SiH](C)C)CCCC3C(=O)OC(C(C)=CC3CCC(O)(CC(=O)Cc4ccccc4)C(OC)C3)C(C)C(C(C)(C)C)CC1=O)C(C)CC2OC. Reaction SMILES: [CH2:11]([CH3:12])[CH:13]1[C:14](=[O:73])[CH2:15][CH:16]([C:69]([CH3:70])([CH3:71])[CH3:72])[CH:17]([CH3:68])[CH:18]([C:56](=[CH:57][CH:58]2[CH2:59][CH:60]([O:65][CH3:66])[C:61](=[O:64])[CH2:62][CH2:63]2)[CH3:67])[O:19][C:20](=[O:55])[CH:21]2[CH2:22][CH2:23][CH2:24][CH:25]([O:51][SiH:52]([CH3:53])[CH3:54])[N:26]2[C:27](=[O:50])[C:28](=[O:49])[C:29]2([OH:48])[CH:30]([CH3:47])[CH2:31][CH:32]([O:45][CH3:46])[CH:33]([CH:34]([O:42][CH3:43])[CH2:35][CH:36]([CH3:41])[CH2:37][C:38]([CH3:40])=[CH:39]1)[O:44]2.[CH3:1][C:2](=[O:3])[CH2:4][c:5]1[cH:6][cH:7][cH:8][cH:9][cH:10]1.[O:74]1[CH2:75][CH2:76][CH2:77][CH2:78]1>>[CH2:1]([C:2](=[O:3])[CH2:4][c:5]1[cH:6][cH:7][cH:8][cH:9][cH:10]1)[C:61]1([OH:64])[CH:60]([O:65][CH3:66])[CH2:59][CH:58]([CH:57]=[C:56]([CH:18]2[CH:17]([CH3:68])[CH:16]([C:69]([CH3:70])([CH3:71])[CH3:72])[CH2:15][C:14](=[O:73])[CH:13]([CH2:11][CH3:12])[CH:39]=[C:38]([CH3:40])[CH2:37][CH:36]([CH3:41])[CH2:35][CH:34]([O:42][CH3:43])[CH:33]3[CH:32]([O:45][CH3:46])[CH2:31][CH:30]([CH3:47])[C:29]([OH:48])([C:28](=[O:49])[C:27](=[O:50])[N:26]4[CH:21]([C:20](=[O:55])[O:19]2)[CH2:22][CH2:23][CH2:24][CH:25]4[O:51][SiH:52]([CH3:53])[CH3:54])[O:44]3)[CH3:67])[CH2:63][CH2:62]1. Reactants: BrB(Br)Br, ClCCl, COc1ccc2c(c1)CCc1n[nH]c(=O)cc1-2, [Cl-], [NH4+]. Product: O=c1cc2c(n[nH]1)CCc1cc(O)ccc1-2. Reaction SMILES: [B:18]([Br:19])([Br:20])[Br:21].[CH2:24]([Cl:25])[Cl:26].[CH3:1][O:2][c:3]1[cH:4][c:5]2[c:6]([cH:16][cH:17]1)-[c:7]1[cH:8][c:9](=[O:15])[nH:10][n:11][c:12]1[CH2:13][CH2:14]2.[Cl-:22].[NH4+:23]>>[OH:2][c:3]1[cH:4][c:5]2[c:6]([cH:16][cH:17]1)-[c:7]1[cH:8][c:9](=[O:15])[nH:10][n:11][c:12]1[CH2:13][CH2:14]2.